This data is from the Open Reaction Database (ORD), a public repository of structured organic reaction records. The task is: describe an organic reaction: reactants, conditions, products, and yield Starting materials: CCCNC1CCC2(CC1)OCCO2, Cl, [Na+], [Na+], O=C([O-])[O-], C1CCOC1, O. The product is CCCNC1CCC(=O)CC1. Reaction SMILES: [CH2:1]1[O:2][C:4]2([O:3][CH2:14]1)[CH2:5][CH2:6][CH:7]([NH:10][CH2:11][CH2:12][CH3:13])[CH2:8][CH2:9]2.[ClH:15].[Na+:16].[Na+:17].[O-:18][C:19](=[O:20])[O-:21].[O:22]1[CH2:23][CH2:24][CH2:25][CH2:26]1.[OH2:27]>>[O:3]=[C:4]1[CH2:5][CH2:6][CH:7]([NH:10][CH2:11][CH2:12][CH3:13])[CH2:8][CH2:9]1. Starting materials: CC(=O)[O-], CO, Clc1nc2c(s1)COCC2, [H][H], [Na+]. Yields the product c1nc2c(s1)COCC2. Reaction SMILES: [CH3:12][C:13](=[O:14])[O-:15].[CH3:18][OH:19].[Cl:1][c:2]1[s:3][c:4]2[c:5]([n:6]1)[CH2:7][CH2:8][O:9][CH2:10]2.[H:16][H:17].[Na+:11]>>[cH:2]1[s:3][c:4]2[c:5]([n:6]1)[CH2:7][CH2:8][O:9][CH2:10]2. As a reaction SMILES: [C:16]([O:17][CH2:20][C:21](=[CH:22][C:23]([CH3:24])([CH3:25])[c:26]1[cH:27][cH:28][c:29]([O:32][CH2:33][CH3:34])[cH:30][cH:31]1)[F:35])(=[O:18])[CH3:19].[Mg:15].[O:1]([c:2]1[cH:3][cH:4][cH:5][cH:6][cH:7]1)[c:8]1[cH:9][c:10]([Br:14])[cH:11][cH:12][cH:13]1.[O:36]1[CH2:37][CH2:38][CH2:39][CH2:40]1>>[O:1]([c:2]1[cH:3][cH:4][cH:5][cH:6][cH:7]1)[c:8]1[cH:9][c:10]([CH2:20][C:21](=[CH:22][C:23]([CH3:24])([CH3:25])[c:26]2[cH:27][cH:28][c:29]([O:32][CH2:33][CH3:34])[cH:30][cH:31]2)[F:35])[cH:11][cH:12][cH:13]1. The reactants are CCOc1ccc(C(C)(C)C=C(F)COC(C)=O)cc1, [Mg], Brc1cccc(Oc2ccccc2)c1, C1CCOC1. The product is CCOc1ccc(C(C)(C)C=C(F)Cc2cccc(Oc3ccccc3)c2)cc1. The reactants are CC1(C)OCC(COc2ccc(CCCOc3ccc(CCCBr)cc3)cc2)O1, ClCCl, O=C(O)C(F)(F)F, O. Yields the product OCC(O)COc1ccc(CCCOc2ccc(CCCBr)cc2)cc1. RXN SMILES: [Br:1][CH2:2][CH2:3][CH2:4][c:5]1[cH:6][cH:7][c:8]([O:9][CH2:10][CH2:11][CH2:12][c:13]2[cH:14][cH:15][c:16]([O:17][CH2:18][CH:19]3[O:20][C:21]([CH3:24])([CH3:25])[O:22][CH2:23]3)[cH:26][cH:27]2)[cH:28][cH:29]1.[Cl:38][CH2:39][Cl:40].[F:30][C:31]([F:32])([F:33])[C:34]([OH:35])=[O:36].[OH2:37]>>[Br:1][CH2:2][CH2:3][CH2:4][c:5]1[cH:6][cH:7][c:8]([O:9][CH2:10][CH2:11][CH2:12][c:13]2[cH:14][cH:15][c:16]([O:17][CH2:18][CH:19]([OH:20])[CH2:23][OH:22])[cH:26][cH:27]2)[cH:28][cH:29]1. The reactants are CN=C=S, CN(C)Cc1cccc(CSCCN)c1, CC#N. Product: CNC(=S)NCCSCc1cccc(CN(C)C)c1. As a reaction SMILES: [CH3:16][N:17]=[C:18]=[S:19].[CH3:1][N:2]([CH3:3])[CH2:4][c:5]1[cH:6][c:7]([CH2:11][S:12][CH2:13][CH2:14][NH2:15])[cH:8][cH:9][cH:10]1.[CH3:20][C:21]#[N:22]>>[CH3:1][N:2]([CH3:3])[CH2:4][c:5]1[cH:6][c:7]([CH2:11][S:12][CH2:13][CH2:14][NH:15][C:18]([NH:17][CH3:16])=[S:19])[cH:8][cH:9][cH:10]1. The reactants are CC1(COC(=O)c2ccccc2)OCC2(CO1)OCCO2, C1CCOC1, CO, [Na+], [OH-]. Yields the product CC1(CO)OCC2(CO1)OCCO2. Reaction SMILES: [C:6](=[O:7])([c:8]1[cH:9][cH:10][cH:11][cH:12][cH:13]1)[O:14][CH2:15][C:16]1([CH3:26])[O:17][CH2:18][C:19]2([O:20][CH2:21][CH2:22][O:23]2)[CH2:24][O:25]1.[CH2:1]1[O:2][CH2:3][CH2:4][CH2:5]1.[CH3:29][OH:30].[Na+:28].[OH-:27]>>[OH:14][CH2:15][C:16]1([CH3:26])[O:17][CH2:18][C:19]2([O:20][CH2:21][CH2:22][O:23]2)[CH2:24][O:25]1.